Dataset: the Open Reaction Database (ORD), a public repository of structured organic reaction records. Task: describe an organic reaction: reactants, conditions, products, and yield The reactants are O=C1CCC(=O)N1Br, CC(=O)O, ClC(Cl)Cl, [Cl-], Nc1cc(C2CNC(=O)C2)ccc1Cl, [NH4+]. The product is Nc1cc(C2CNC(=O)C2)c(Br)cc1Cl. RXN SMILES: [Br:15][N:16]1[C:17](=[O:18])[CH2:19][CH2:20][C:21]1=[O:22].[CH3:27][C:28](=[O:29])[OH:30].[CH:23]([Cl:24])([Cl:25])[Cl:26].[Cl-:31].[NH2:1][c:2]1[cH:3][c:4]([CH:9]2[CH2:10][C:11](=[O:14])[NH:12][CH2:13]2)[cH:5][cH:6][c:7]1[Cl:8].[NH4+:32]>>[NH2:1][c:2]1[cH:3][c:4]([CH:9]2[CH2:10][C:11](=[O:14])[NH:12][CH2:13]2)[c:5]([Br:15])[cH:6][c:7]1[Cl:8]. Product: ClC1=CC2=C(C(OC(N2)=O)=O)C=C1 (7-chloro-1,4-dihydro-2H-3,1-benzoxazine-2,4-dione). Conditions: time 8 hour. Run in C1(=CC=CC=C1)C (toluene). Procedure: 4-Chloroanthranilic acid (10.0 g, 56.5 mmol) was dissolved at room temperature with stirring in 190 mL of distilled water containing 8.98 g (84.7 mmol) Na2CO3. When the 4-chloroanthranilic acid was completely dissolved, a 20% w/v solution of phosgene in toluene (84 mL) was added dropwise via a dropping funnel over 45 minutes. The resulting suspension was stirred at room temperature overnight under nitrogen. The product was collected by filtration and washed well with water. The resulting gray-wh... The reactants are ClC=1C=C(C(C(=O)O)=CC1)N (4-Chloroanthranilic acid), O (water), ClC=1C=C(C(C(=O)O)=CC1)N (4-chloroanthranilic acid), C(=O)(Cl)Cl (phosgene). Isolated yield 93.0%. Reaction SMILES: [Cl:1][C:2]1[CH:3]=[C:4]([NH2:11])[C:5](=[CH:9][CH:10]=1)[C:6]([OH:8])=[O:7].O.[C:13](Cl)(Cl)=[O:14]>C1(C)C=CC=CC=1>[Cl:1][C:2]1[CH:10]=[CH:9][C:5]2[C:6](=[O:8])[O:7][C:13](=[O:14])[NH:11][C:4]=2[CH:3]=1.